The task is: describe an organic reaction: reactants, conditions, products, and yield. This data is from the Open Reaction Database (ORD), a public repository of structured organic reaction records. The reactants are Cl, [H][H], O=[N+]([O-])c1ccc(OC2C3CC4CC2CN(C4)C3)cn1. Yields the product Nc1ccc(OC2C3CC4CC2CN(C4)C3)cn1. Reaction SMILES: [ClH:1].[H:22][H:23].[N+:2]([O-:3])(=[O:4])[c:5]1[cH:6][cH:7][c:8]([O:11][CH:12]2[CH:13]3[CH2:14][N:15]4[CH2:16][CH:17]([CH2:18][CH:19]2[CH2:20]4)[CH2:21]3)[cH:9][n:10]1>>[NH2:2][c:5]1[cH:6][cH:7][c:8]([O:11][CH:12]2[CH:13]3[CH2:14][N:15]4[CH2:16][CH:17]([CH2:18][CH:19]2[CH2:20]4)[CH2:21]3)[cH:9][n:10]1.